Task: describe an organic reaction: reactants, conditions, products, and yield. Dataset: the Open Reaction Database (ORD), a public repository of structured organic reaction records Reactants: O1CCN(CC1)C1CCN(CC1)C=1OCC(C1C(=O)OCC)=O (ethyl 2-(4-morpholinopiperidin-1-yl)-4-oxo-4,5-dihydrofuran-3-carboxylate), N1C=C(C2=CC=CN=C12)C=O (7-azaindole-3-carboxaldehyde), N1CCCCC1 (piperidine). The solvent is C(C)O (ethanol). The product is N1C=C(C=2C1=NC=CC2)C=C2C(C(=C(O2)N2CCC(CC2)N2CCOCC2)C(=O)OCC)=O (Ethyl 5-[(1H-pyrrolo[2,3-b]pyridin-3-yl)methylene]-2-(4-morpholinopiperidin-1-yl)-4-oxo-4,5-dihydrofuran-3-carboxylate). Isolated yield 12.8%. RXN SMILES: [O:1]1[CH2:6][CH2:5][N:4]([CH:7]2[CH2:12][CH2:11][N:10]([C:13]3[O:14][CH2:15][C:16](=[O:23])[C:17]=3[C:18]([O:20][CH2:21][CH3:22])=[O:19])[CH2:9][CH2:8]2)[CH2:3][CH2:2]1.[NH:24]1[C:32]2[C:27](=[CH:28][CH:29]=[CH:30][N:31]=2)[C:26]([CH:33]=O)=[CH:25]1.N1CCCCC1>C(O)C>[NH:24]1[C:32]2=[N:31][CH:30]=[CH:29][CH:28]=[C:27]2[C:26]([CH:33]=[C:15]2[O:14][C:13]([N:10]3[CH2:9][CH2:8][CH:7]([N:4]4[CH2:5][CH2:6][O:1][CH2:2][CH2:3]4)[CH2:12][CH2:11]3)=[C:17]([C:18]([O:20][CH2:21][CH3:22])=[O:19])[C:16]2=[O:23])=[CH:25]1. Reported procedure: To a stirred solution of ethyl 2-(4-morpholinopiperidin-1-yl)-4-oxo-4,5-dihydrofuran-3-carboxylate (0.10 g, 0.31 mmol) which similarly prepared according to the procedure described in the Example 74, Fourth step and 7-azaindole-3-carboxaldehyde (0.045 g, 0.31 mmol) in ethanol (10 mL), piperidine (0.020 mL, 0.20 mmol) was added at ambient temperature. The mixture was refluxed for 16 h. Cooled to ambient temperature, the precipitate was collected by filtration, washed with ethanol and hexane then ...